From a dataset of the Open Reaction Database (ORD), a public repository of structured organic reaction records. describe an organic reaction: reactants, conditions, products, and yield The reactants are IC=1C=CC(N(C1)C(C)C(CC)=O)=NS(=O)(=O)C1=CC=C(C=C1)C (N-(5-iodo-1-(3-oxopentan-2-yl)pyridin-2(1H)-ylidene)-4-methylbenzenesulfonamide), FC(C(=O)OC(C(F)(F)F)=O)(F)F (trifluoroacetic anhydride). The solvent is C1CCOC1 (THF). Conditions: time 16 hour. The product is C(C)C=1N=C2N(C=C(C=C2)I)C1C (2-Ethyl-6-iodo-3-methylimidazo[1,2-a]pyridine). The yield is 52.1%. Reaction SMILES: [I:1][C:2]1[CH:3]=[CH:4][C:5](=[N:14]S(C2C=CC(C)=CC=2)(=O)=O)[N:6]([CH:8]([C:10](=O)[CH2:11][CH3:12])[CH3:9])[CH:7]=1.FC(F)(F)C(OC(=O)C(F)(F)F)=O>C1COCC1>[CH2:11]([C:10]1[N:14]=[C:5]2[CH:4]=[CH:3][C:2]([I:1])=[CH:7][N:6]2[C:8]=1[CH3:9])[CH3:12]. Reported procedure: To a stirred solution of N-(5-iodo-1-(3-oxopentan-2-yl)pyridin-2(1H)-ylidene)-4-methylbenzenesulfonamide (4 g) in THF (50 ml) was added trifluoroacetic anhydride (10 ml) at 0° C., and the resulting mixture was stirred at room temperature for 16 h. The reaction mixture was concentrated in vacuo, poured into saturated aqueous NaHCO3 solution and extracted with DCM. The extract was washed with brine, dried over Na2SO4, concentrated in vacuo, and purified by silica gel column chromatography (hexane/... The reactants are Cl (hydrogen chloride), COC(CC1=CC(=C(C=C1)OCCCCCCCCCCCCCC)Cl)=O (3-Chloro-4-(tetradecyloxy)benzeneacetic acid methyl ester), [OH-].[K+] (potassium hydroxide), O (water). Run in C(C)O (ethyl alcohol). Product: ClC=1C=C(C=CC1OCCCCCCCCCCCCCC)CC(=O)O (3-Chloro-4-(tetradecyloxy)benzeneacetic acid). Isolated yield 59.5%. As a reaction SMILES: C[O:2][C:3](=[O:27])[CH2:4][C:5]1[CH:10]=[CH:9][C:8]([O:11][CH2:12][CH2:13][CH2:14][CH2:15][CH2:16][CH2:17][CH2:18][CH2:19][CH2:20][CH2:21][CH2:22][CH2:23][CH2:24][CH3:25])=[C:7]([Cl:26])[CH:6]=1.[OH-].[K+].O.Cl>C(O)C>[Cl:26][C:7]1[CH:6]=[C:5]([CH2:4][C:3]([OH:27])=[O:2])[CH:10]=[CH:9][C:8]=1[O:11][CH2:12][CH2:13][CH2:14][CH2:15][CH2:16][CH2:17][CH2:18][CH2:19][CH2:20][CH2:21][CH2:22][CH2:23][CH2:24][CH3:25] |f:1.2|. Reported procedure: A mixture of 69.7 g of product from Example 63, 29.55 g of potassium hydroxide, 45 of water and 800 ml ethyl alcohol is heated at reflux temperature for 89 hours. The cooled solution was made acidic (pH 2) with concentrated hydrogen chloride; followed by heating to distill off the ethyl alcohol. The solution is diluted with diethyl ether and water. The organic layer is dried and concentrated in vacuo. The residue is recrystallized from methylene chloride/hexane to give 40.0 g of the desired prod... The reactants are COC(CCCCCI)OC (1,1-Dimethoxy-6-iodohexane), C#C (acetylene). The product is COC(CCCCCC#C)OC (1,1-dimethoxy-oct-7-yne). Yield: 96.0%. RXN SMILES: [CH3:1][O:2][CH:3]([O:10][CH3:11])[CH2:4][CH2:5][CH2:6][CH2:7][CH2:8]I.[CH:12]#[CH:13]>>[CH3:1][O:2][CH:3]([O:10][CH3:11])[CH2:4][CH2:5][CH2:6][CH2:7][CH2:8][C:12]#[CH:13]. Procedure: Acetylene was bubbled through ca. 300 ml of liquid ammonia while 8.1 g (0.35 atom) of sodium was added in small pieces. After the disappearance of the blue color, dimethylsulfoxide (150 ml) was added cautiously. 1,1-Dimethoxy-6-iodohexane (8.16 g; 0.3 Mole) was then added over a period of 10 min. while acetylene was bubbled through the stirred mixture. The ammonia was allowed to evaporate and was replaced with ether. When the mixture had reached 0°, dilute NH4Cl solution was added. The organic l... The reactants are C(C)(C)(C)OC(NC1=C(C=CC=C1)NC(=O)C=1NC2=CC=C(C=C2C1)OCC=C)=O ({2-[(5-Allyloxy-1H-indole-2-carbonyl)-amino]-phenyl}-carbamic acid tert-butyl ester), O (water), C1(=CC=C(C=C1)S(=O)(=O)O)C (p-toluenesulfonic acid), C(=O)(O)[O-].[Na+] (NaHCO3). The reagents and catalysts are [Pd] (Pd). Run in CO (methanol), [Cl-].[Na+].O (brine). The product is C(C)(C)(C)OC(NC1=C(C=CC=C1)NC(=O)C=1NC2=CC=C(C=C2C1)O)=O ({2-[(5-Hydroxy-1H-indole-2-carbonyl)-amino]-phenyl}-carbamic acid tert-butyl ester). As a reaction SMILES: [C:1]([O:5][C:6](=[O:30])[NH:7][C:8]1[CH:13]=[CH:12][CH:11]=[CH:10][C:9]=1[NH:14][C:15]([C:17]1[NH:18][C:19]2[C:24]([CH:25]=1)=[CH:23][C:22]([O:26]CC=C)=[CH:21][CH:20]=2)=[O:16])([CH3:4])([CH3:3])[CH3:2].O.C1(C)C=CC(S(O)(=O)=O)=CC=1.C([O-])(O)=O.[Na+]>CO.[Cl-].[Na+].O.[Pd]>[C:1]([O:5][C:6](=[O:30])[NH:7][C:8]1[CH:13]=[CH:12][CH:11]=[CH:10][C:9]=1[NH:14][C:15]([C:17]1[NH:18][C:19]2[C:24]([CH:25]=1)=[CH:23][C:22]([OH:26])=[CH:21][CH:20]=2)=[O:16])([CH3:4])([CH3:2])[CH3:3] |f:3.4,6.7.8|. Reported procedure: To a solution of 3370 mg (8.27 mmol) {2-[(5-Allyloxy-1H-indole-2-carbonyl)-amino]-phenyl}-carbamic acid tert-butyl ester (36) in 100 ml methanol was added 5 ml water, 750 mg Pd (10% on C) and 300 mg p-toluenesulfonic acid. After heating at reflux for 6 h the reaction mixture was added to a 1:1 mixture of brine and saturated NaHCO3 solution. The aqueous phase was extracted twice with ethyl acetate and the combined organic phases were washed with brine, dried over Na2SO4 and filtrated over celite.... The reactants are Cl (HCl), C(C)(C)(C)OC(=O)N1CC(C2=CC=C(C=C12)Br)(C)COC (6-bromo-3-methoxymethyl-3-methyl-2,3-dihydro-indole-1-carboxylic acid tert-butyl ester). Solvent: CCOC(=O)C (EtOAc). Run at time 1 hour. The product is Cl.BrC1=CC=C2C(CNC2=C1)(C)COC (6-Bromo-3-methoxymethyl-3-methyl-2,3-dihydro-1H-indole hydrochloride salt). Reaction SMILES: [ClH:1].C(OC([N:9]1[C:17]2[C:12](=[CH:13][CH:14]=[C:15]([Br:18])[CH:16]=2)[C:11]([CH2:20][O:21][CH3:22])([CH3:19])[CH2:10]1)=O)(C)(C)C>CCOC(C)=O>[ClH:1].[Br:18][C:15]1[CH:16]=[C:17]2[C:12]([C:11]([CH2:20][O:21][CH3:22])([CH3:19])[CH2:10][NH:9]2)=[CH:13][CH:14]=1 |f:3.4|. Procedure: Saturated HCl in EtOAc (10 mL) was added to 6-bromo-3-methoxymethyl-3-methyl-2,3-dihydro-indole-1-carboxylic acid tert-butyl ester (300 mg, 0.84 mmol) and the mixture was stirred at room temperature for 1 h. The solvent was removed in vacuo, the solid was washed with Et2O and dried in vacuo to give the title compound (220 mg) as a yellow semi-solid. MS: [M+H]+=256. Starting materials: C1(CC1)NC1CCN(CC1)C1=NC(=NO1)C1=CC=CC=C1 (cyclopropyl-[1-(3-phenyl-[1,2,4]oxadiazol-5-yl)-piperidin-4-yl]-amine), F[B-](F)(F)F.N1(N=NC2=C1C=CC=C2)OC(=[N+](C)C)N(C)C (2-(1H-Benzotriazol-1-yl)-1,1,3,3-tetramethyluronium tetrafluoroborate), C(C)N(C(C)C)C(C)C (ethyldiisopropylamine), N1=CC=C(C=C1)C1=CC=C(C(=O)O)C=C1 (4-pyridin-4-yl-benzoic acid). Run in CN(C=O)C (N,N-dimethylformamide). Run at time 10 minute. Yields the product C1(CC1)N(C(C1=CC=C(C=C1)C1=CC=NC=C1)=O)C1CCN(CC1)C1=NC(=NO1)C1=CC=CC=C1 (N-Cyclopropyl-N-[1-(3-phenyl-[1,2,4]oxadiazol-5-yl)-piperidin-4-yl]-4-pyridin-4-yl-benzamide). RXN SMILES: F[B-](F)(F)F.N1(OC(N(C)C)=[N+](C)C)C2C=CC=CC=2N=N1.C(N(C(C)C)C(C)C)C.[N:32]1[CH:37]=[CH:36][C:35]([C:38]2[CH:46]=[CH:45][C:41]([C:42]([OH:44])=O)=[CH:40][CH:39]=2)=[CH:34][CH:33]=1.[CH:47]1([NH:50][CH:51]2[CH2:56][CH2:55][N:54]([C:57]3[O:61][N:60]=[C:59]([C:62]4[CH:67]=[CH:66][CH:65]=[CH:64][CH:63]=4)[N:58]=3)[CH2:53][CH2:52]2)[CH2:49][CH2:48]1>CN(C)C=O>[CH:47]1([N:50]([CH:51]2[CH2:52][CH2:53][N:54]([C:57]3[O:61][N:60]=[C:59]([C:62]4[CH:67]=[CH:66][CH:65]=[CH:64][CH:63]=4)[N:58]=3)[CH2:55][CH2:56]2)[C:42](=[O:44])[C:41]2[CH:40]=[CH:39][C:38]([C:35]3[CH:34]=[CH:33][N:32]=[CH:37][CH:36]=3)=[CH:46][CH:45]=2)[CH2:49][CH2:48]1 |f:0.1|. Reported procedure: 2-(1H-Benzotriazol-1-yl)-1,1,3,3-tetramethyluronium tetrafluoroborate (75 mg) and ethyldiisopropylamine (74 μL) are added to a solution of 4-pyridin-4-yl-benzoic acid (42 mg) in N,N-dimethylformamide (5 mL) at room temperature. The solution is stirred for 10 min prior to the addition of cyclopropyl-[1-(3-phenyl-[1,2,4]oxadiazol-5-yl)-piperidin-4-yl]-amine (60 mg). The resulting mixture is stirred at 60° C. for 5 h, cooled to room temperature and concentrated in vacuo. The crude product is purifi...